This data is from the Open Reaction Database (ORD), a public repository of structured organic reaction records. The task is: describe an organic reaction: reactants, conditions, products, and yield The reactants are C1COCCO1, CC(C)c1cccc(C(C)C)c1-n1cc[n+](-c2c(C(C)C)cccc2C(C)C)c1, [Cl-], Cc1ccc(NC(=O)c2cccc(C(F)(F)F)c2)cc1-c1cc2cnc(Cl)cc2n(C)c1=O, NCc1cccnc1. Yields the product Cc1ccc(NC(=O)c2cccc(C(F)(F)F)c2)cc1-c1cc2cnc(NCc3cccnc3)cc2n(C)c1=O. As a reaction SMILES: [CH2:72]1[O:73][CH2:74][CH2:75][O:76][CH2:77]1.[CH:43]([c:44]1[cH:45][cH:46][cH:47][c:48]([CH:49]([CH3:50])[CH3:51])[c:52]1-[n+:53]1[cH:54][cH:55][n:56](-[c:57]2[c:58]([CH:59]([CH3:60])[CH3:61])[cH:62][cH:63][cH:64][c:65]2[CH:66]([CH3:67])[CH3:68])[cH:69]1)([CH3:70])[CH3:71].[Cl-:42].[Cl:1][c:2]1[n:3][cH:4][c:5]2[cH:6][c:7](-[c:14]3[cH:15][c:16]([NH:21][C:22]([c:23]4[cH:24][c:25]([C:29]([F:30])([F:31])[F:32])[cH:26][cH:27][cH:28]4)=[O:33])[cH:17][cH:18][c:19]3[CH3:20])[c:8](=[O:13])[n:9]([CH3:12])[c:10]2[cH:11]1.[NH2:34][CH2:35][c:36]1[cH:37][n:38][cH:39][cH:40][cH:41]1>>[c:2]1([NH:34][CH2:35][c:36]2[cH:37][n:38][cH:39][cH:40][cH:41]2)[n:3][cH:4][c:5]2[cH:6][c:7](-[c:14]3[cH:15][c:16]([NH:21][C:22]([c:23]4[cH:24][c:25]([C:29]([F:30])([F:31])[F:32])[cH:26][cH:27][cH:28]4)=[O:33])[cH:17][cH:18][c:19]3[CH3:20])[c:8](=[O:13])[n:9]([CH3:12])[c:10]2[cH:11]1. Procedure details: A solution of N-(3-fluoro-pyridin-4-yl)-benzamide (1.95 kg, 9.0 mol) in anhydrous dimethylformamide (10 L) was placed under nitrogen atmosphere and heated at 70° C. The heated solution was charged with iodoethane via dropwise addition (1.55 kg/0.795 L, 9.9 mol) with temperature monitoring. The addition caused an exoterm that raised the internal reactor temperature to 110° C. for the duration of the addition. A temperature of 100° C. was maintained for a further two hours before the reaction was ... Conditions: temperature 70 celsius, time 1 hour. Reaction SMILES: [F:1][C:2]1[CH:3]=[N:4][CH:5]=[CH:6][C:7]=1[NH:8][C:9](=[O:16])[C:10]1[CH:15]=[CH:14][CH:13]=[CH:12][CH:11]=1.[I:17][CH2:18][CH3:19].C(OCC)(=O)C>CN(C)C=O>[I-:17].[C:9]([NH:8][C:7]1[CH:6]=[CH:5][N+:4]([CH2:18][CH3:19])=[CH:3][C:2]=1[F:1])(=[O:16])[C:10]1[CH:15]=[CH:14][CH:13]=[CH:12][CH:11]=1 |f:4.5|. The product is [I-].C(C1=CC=CC=C1)(=O)NC1=C(C=[N+](C=C1)CC)F (4-benzamido-1-ethyl-3-fluoro-pyridinium iodide). Reactants: FC=1C=NC=CC1NC(C1=CC=CC=C1)=O (N-(3-fluoro-pyridin-4-yl)-benzamide), ICC (iodoethane), C(C)(=O)OCC (ethyl acetate). The solvent is CN(C=O)C (dimethylformamide). The reactants are CN1N=CC(=C1C(NC=1C=CC=2N(C1)N=C(N2)C2=CC=CC=C2)=O)C(=O)O (1-methyl-5-(2-phenyl-[1,2,4]triazolo[1,5-a]pyridin-6-ylcarbamoyl)-1H-pyrazole-4-carboxylic acid), N1CCCC1 (pyrrolidine), CCCP(=O)=O (propylphosphonic anhydride), C(C)(=O)OCC (ethyl acetate), C(C)(C)N(C(C)C)CC (N,N-diisopropylethylamine). Solvent: O1CCCC1 (tetrahydrofuran). Yields the product C1(=CC=CC=C1)C1=NN2C(C=CC(=C2)NC(=O)C=2N(N=CC2C(=O)N2CCCC2)C)=N1 (2-methyl-4-(pyrrolidine-1-carbonyl)-2H-pyrazole-3-carboxylic acid (2-phenyl-[1,2,4]triazolo[1,5-a]pyridin-6-yl)-amide). Yield: 35.1%. RXN SMILES: [CH3:1][N:2]1[C:6]([C:7](=[O:24])[NH:8][C:9]2[CH:10]=[CH:11][C:12]3[N:13]([N:15]=[C:16]([C:18]4[CH:23]=[CH:22][CH:21]=[CH:20][CH:19]=4)[N:17]=3)[CH:14]=2)=[C:5]([C:25]([OH:27])=O)[CH:4]=[N:3]1.[NH:28]1[CH2:32][CH2:31][CH2:30][CH2:29]1.CCCP(=O)=O.C(OCC)(=O)C.C(N(CC)C(C)C)(C)C>O1CCCC1>[C:18]1([C:16]2[N:17]=[C:12]3[CH:11]=[CH:10][C:9]([NH:8][C:7]([C:6]4[N:2]([CH3:1])[N:3]=[CH:4][C:5]=4[C:25]([N:28]4[CH2:32][CH2:31][CH2:30][CH2:29]4)=[O:27])=[O:24])=[CH:14][N:13]3[N:15]=2)[CH:23]=[CH:22][CH:21]=[CH:20][CH:19]=1. Reported procedure: A mixture of 1-methyl-5-(2-phenyl-[1,2,4]triazolo[1,5-a]pyridin-6-ylcarbamoyl)-1H-pyrazole-4-carboxylic acid (112 mg, 309 μmol), pyrrolidine (220 mg, 256 μl, 3.09 mmol), propylphosphonic anhydride in ethyl acetate 50% (492 mg, 455 μl, 773 μmol) and N,N-diisopropylethylamine (120 mg, 158 μl, 927 μmol) in tetrahydrofuran (7.00 ml) was refluxed for 18 hours. The solvent was evaporated, the residue was triturated with saturated aqueous sodium hydrogencarbonate. The precipitated solid was filtered of...